Task: describe an organic reaction: reactants, conditions, products, and yield. Dataset: the Open Reaction Database (ORD), a public repository of structured organic reaction records Reaction SMILES: [Br:17][CH2:18][CH:19]([CH3:20])[CH3:21].[C:11](=[O:12])([O-:13])[O-:14].[CH3:22][N:23]([CH3:24])[CH:25]=[O:26].[Cl:1][c:2]1[c:3]2[c:4]([n:5][cH:6][n:7]1)[cH:8][cH:9][nH:10]2.[Cs+:15].[Cs+:16].[OH2:27]>>[Cl:1][c:2]1[c:3]2[c:4]([n:5][cH:6][n:7]1)[cH:8][cH:9][n:10]2[CH2:18][CH:19]([CH3:20])[CH3:21]. The product is CC(C)Cn1ccc2ncnc(Cl)c21. The reactants are CC(C)CBr, O=C([O-])[O-], CN(C)C=O, Clc1ncnc2cc[nH]c12, [Cs+], [Cs+], O. The product is COC(=O)c1cncc(CO)c1. The reactants are [Al+3], CCOCC, [H-], [H-], [H-], [H-], [Li+], C1CCOC1, O, COC(=O)c1cncc(C(=O)OC)c1. As a reaction SMILES: [Al+3:16].[CH2:22]([O:23][CH2:24][CH3:25])[CH3:26].[H-:15].[H-:18].[H-:19].[H-:20].[Li+:17].[O:27]1[CH2:28][CH2:29][CH2:30][CH2:31]1.[OH2:21].[n:1]1[cH:2][c:3]([C:11](=[O:12])[O:13][CH3:14])[cH:4][c:5]([C:7](=[O:8])[O:9][CH3:10])[cH:6]1>>[n:1]1[cH:2][c:3]([CH2:11][OH:12])[cH:4][c:5]([C:7](=[O:8])[O:9][CH3:10])[cH:6]1. Reactants: [BH4-], C1CCOC1, COC(=O)CN=Cc1ccc(OC)cc1, CO, [Na+]. The product is COC(=O)CNCc1ccc(OC)cc1. RXN SMILES: [BH4-:16].[CH2:18]1[O:19][CH2:20][CH2:21][CH2:22]1.[CH3:1][O:2][C:3]([CH2:4][N:5]=[CH:6][c:7]1[cH:8][cH:9][c:10]([O:13][CH3:14])[cH:11][cH:12]1)=[O:15].[CH3:23][OH:24].[Na+:17]>>[CH3:1][O:2][C:3]([CH2:4][NH:5][CH2:6][c:7]1[cH:8][cH:9][c:10]([O:13][CH3:14])[cH:11][cH:12]1)=[O:15]. As a reaction SMILES: [N+:1]([C:4]1[CH:9]=[CH:8][C:7](/[CH:10]=[C:11](\[CH3:17])/[C:12]([O:14][CH2:15][CH3:16])=[O:13])=[CH:6][CH:5]=1)([O-])=O.[Cl-].[NH4+]>O.CO.C1COCC1.[Fe]>[NH2:1][C:4]1[CH:5]=[CH:6][C:7](/[CH:10]=[C:11](\[CH3:17])/[C:12]([O:14][CH2:15][CH3:16])=[O:13])=[CH:8][CH:9]=1 |f:1.2|. The solvent is O (water), CO (methanol), C1CCOC1 (THF). The reactants are [Cl-].[NH4+] (Ammonium chloride), [N+](=O)([O-])C1=CC=C(C=C1)/C=C(/C(=O)OCC)\C ((E)-ethyl 3-(4-nitrophenyl)-2-methylacrylate). The product is NC1=CC=C(C=C1)/C=C(/C(=O)OCC)\C ((E)-Ethyl 3-(4-aminophenyl)-2-methylacrylate). The reagents and catalysts are [Fe] (iron). Run at temperature 50 celsius, time 4 hour. Isolated yield 58.9%. Procedure: The obtained ethyl 3-(4-nitrophenyl)-2-methylacrylate (3.5 g) was dissolved in a mixed solvent of water (75 ml), methanol (75 ml), and THF (75 ml). Ammonium chloride (3.05 g) and iron powder (4.2 g) were added thereto, and the obtained mixture was stirred at 50° C. for 4 hours. The iron powder was filtered, and the solvent was distilled off under reduced pressure. Methanol was added to the obtained residue, and insoluble substances were filtered off. The filtrate was separated with ethyl acetate... Reactants: CN(C(=O)[C@H]1N(C[C@H](C1)O)C(=O)OC(C)(C)C)C (tert-butyl (2S,4S)-2-[(dimethylamino)carbonyl]-4-hydroxypyrrolidine-1-carboxylate), C(C)(=O)OCCBr (bromoethyl acetate). The product is CN(C(=O)[C@H]1N(C[C@@H](C1)OCC(=O)OCC)C(=O)OC(C)(C)C)C (tert-butyl (2S,4R)-2-[(dimethylamino)carbonyl]-4-(2-ethoxy-2-oxo ethoxy)pyrrolidine-1-carboxylate). Isolated yield 46.1%. As a reaction SMILES: [CH3:1][N:2]([CH3:18])[C:3]([C@@H:5]1[CH2:9][C@H:8]([OH:10])[CH2:7][N:6]1[C:11]([O:13][C:14]([CH3:17])([CH3:16])[CH3:15])=[O:12])=[O:4].[C:19]([O:22][CH2:23][CH2:24]Br)(=[O:21])[CH3:20]>>[CH3:1][N:2]([CH3:18])[C:3]([C@@H:5]1[CH2:9][C@@H:8]([O:10][CH2:20][C:19]([O:22][CH2:23][CH3:24])=[O:21])[CH2:7][N:6]1[C:11]([O:13][C:14]([CH3:15])([CH3:17])[CH3:16])=[O:12])=[O:4]. Reported procedure: With 20.0 g of tert-butyl (2S,4S)-2-[(dimethylamino)carbonyl]-4-hydroxypyrrolidine-1-carboxylate and 25.9 g of bromoethyl acetate as starting material, 12.3 g of the title compound obtained by a similar procedure to Step 139-1. The reactants are O=C(Nc1nnn[nH]1)c1cc(Cl)ccc1OCc1ccccc1, CN1CCCC1=O. The product is O=C(Nc1nnn[nH]1)c1cc(Cl)ccc1O. Reaction SMILES: [CH2:1]([c:2]1[cH:3][cH:4][cH:5][cH:6][cH:7]1)[O:8][c:9]1[c:10]([C:11](=[O:12])[NH:13][c:14]2[n:15][n:16][n:17][nH:18]2)[cH:19][c:20]([Cl:23])[cH:21][cH:22]1.[CH3:24][N:25]1[CH2:26][CH2:27][CH2:28][C:29]1=[O:30]>>[OH:8][c:9]1[c:10]([C:11](=[O:12])[NH:13][c:14]2[n:15][n:16][n:17][nH:18]2)[cH:19][c:20]([Cl:23])[cH:21][cH:22]1.